From a dataset of the Open Reaction Database (ORD), a public repository of structured organic reaction records. describe an organic reaction: reactants, conditions, products, and yield The reactants are COCCBr, [H-], [Na+], CN(C)C=O, O=[N+]([O-])c1ccc(O)cc1. The product is COCCOc1ccc([N+](=O)[O-])cc1. As a reaction SMILES: [CH3:13][O:14][CH2:15][CH2:16][Br:17].[H-:11].[Na+:12].[O:18]=[CH:19][N:20]([CH3:21])[CH3:22].[OH:1][c:2]1[cH:3][cH:4][c:5]([N+:8]([O-:9])=[O:10])[cH:6][cH:7]1>>[O:1]([c:2]1[cH:3][cH:4][c:5]([N+:8]([O-:9])=[O:10])[cH:6][cH:7]1)[CH2:16][CH2:15][O:14][CH3:13].